Dataset: the Open Reaction Database (ORD), a public repository of structured organic reaction records. Task: describe an organic reaction: reactants, conditions, products, and yield Reactants: O.Cl.Cl.CN(C1CC2=C(OC3=C2C=C(C=C3)N)CC1)C.CN(C1CC3=C(OC2=C3C=C(C=C2)N)CC1)C.Cl.Cl (N,N-dimethyl-8-amino-1,2,3,4-tetrahydro-2-dibenzofuranamine dihydrochloride hemihydrate), [Cl-] (chloride). Yields the product Cl.CN(C1CC2=C(OC3=C2C=C(C=C3)NC(=O)C3=COC=C3)CC1)C (N-(N,N-Dimethyl-1,2,3,4-tetrahydro-2-aminodibenzofur-8-yl)furan-3-carboxamide hydrochloride). Isolated yield 69.7%. RXN SMILES: [OH2:1].[ClH:2].Cl.[CH3:4][N:5]([CH3:20])[CH:6]1[CH2:19][CH2:18][C:9]2[O:10][C:11]3[CH:16]=[CH:15][C:14]([NH2:17])=[CH:13][C:12]=3[C:8]=2[CH2:7]1.CN(C)C1CC[C:26]2[O:27][C:28]3C=CC(N)=C[C:29]=3[C:25]=2[CH2:24]1.Cl.Cl.[Cl-]>>[ClH:2].[CH3:4][N:5]([CH3:20])[CH:6]1[CH2:19][CH2:18][C:9]2[O:10][C:11]3[CH:16]=[CH:15][C:14]([NH:17][C:24]([C:25]4[CH:29]=[CH:28][O:27][CH:26]=4)=[O:1])=[CH:13][C:12]=3[C:8]=2[CH2:7]1 |f:0.1.2.3.4.5.6,8.9|. Procedure: Beginning with 0.105 gm (0.35 mMol) of N,N-dimethyl-8-amino-1,2,3,4-tetrahydro-2-dibenzofuranamine dihydrochloride hemihydrate and 0.069 gm (0.53 mMol) furo-3-yl chloride, 0.088 gm (70%) of the title compound were recovered as an off-white solid by the procedure of Example 17. Reaction SMILES: [CH3:1][N:2]1[CH2:3][CH2:4][N:5]([C:8]2=[N:14][c:13]3[c:12]([cH:18][cH:17][cH:16][cH:15]3)[N:11]=[C:10]([N:19]3[CH2:20][CH2:21][N:22]([CH3:25])[CH2:23][CH2:24]3)[CH2:9]2)[CH2:6][CH2:7]1.[CH:26]([N-:27][CH:28]([CH3:29])[CH3:30])([CH3:31])[CH3:32].[CH:34]([CH2:35][CH3:36])=[O:37].[CH:44]([Cl:45])([Cl:46])[Cl:47].[Li+:33].[O:39]1[CH2:40][CH2:41][CH2:42][CH2:43]1.[OH2:38]>>[CH3:1][N:2]1[CH2:3][CH2:4][N:5]([C:8]2=[N:14][c:13]3[c:12]([cH:18][cH:17][cH:16][cH:15]3)[N:11]=[C:10]([N:19]3[CH2:20][CH2:21][N:22]([CH3:25])[CH2:23][CH2:24]3)[CH:9]2[CH:34]([CH2:35][CH3:36])[OH:37])[CH2:6][CH2:7]1. The product is CCC(O)C1C(N2CCN(C)CC2)=Nc2ccccc2N=C1N1CCN(C)CC1. The reactants are CN1CCN(C2=Nc3ccccc3N=C(N3CCN(C)CC3)C2)CC1, CC(C)[N-]C(C)C, CCC=O, ClC(Cl)Cl, [Li+], C1CCOC1, O. Starting materials: CC(C)(C)OC(=O)N1CCC2(CC1)C=C(C1=CC=CC=C12)C1=NC=CC=C1 (3-(pyridin-2-yl)spiro[1H-indene-1,4'-piperidine]-1'-carboxylic acid 1,1-dimethylethyl ester), Cl (HCl), CC(C)(OC(=O)N[C@@H](C(=O)O)CCCC1=CC=CC=C1)C ((2R)-2-[(1,1-dimethylethoxy)carbonyl]amino-5-phenylpentanoic acid), C(CCl)Cl (EDC), C=1C=CC2=C(C1)N=NN2O (HOBT), CN1CCOCC1 (NMM). The product is CC(C)(C)OC(NC(CCCC1=CC=CC=C1)C(=O)N1CCC2(CC1)C=C(C1=CC=CC=C12)C1=NC=CC=C1)=O ([1-[[3-(pyridin-2-yl)spiro[1H-indene-1,4'-piperidine]-1'-yl]carbonyl]-4-phenylbutyl]carbamic acid 1,1-dimethylethyl ester). The yield is 69.7%. RXN SMILES: CC(OC([N:8]1[CH2:13][CH2:12][C:11]2([C:21]3[C:16](=[CH:17][CH:18]=[CH:19][CH:20]=3)[C:15]([C:22]3[CH:27]=[CH:26][CH:25]=[CH:24][N:23]=3)=[CH:14]2)[CH2:10][CH2:9]1)=O)(C)C.Cl.[CH3:29][C:30]([CH3:49])([O:32][C:33]([NH:35][C@H:36]([CH2:40][CH2:41][CH2:42][C:43]1[CH:48]=[CH:47][CH:46]=[CH:45][CH:44]=1)[C:37]([OH:39])=O)=[O:34])[CH3:31].C(Cl)CCl.C1C=CC2N(O)N=NC=2C=1.CN1CCOCC1>>[CH3:49][C:30]([O:32][C:33](=[O:34])[NH:35][CH:36]([C:37]([N:8]1[CH2:9][CH2:10][C:11]2([C:21]3[C:16](=[CH:17][CH:18]=[CH:19][CH:20]=3)[C:15]([C:22]3[CH:27]=[CH:26][CH:25]=[CH:24][N:23]=3)=[CH:14]2)[CH2:12][CH2:13]1)=[O:39])[CH2:40][CH2:41][CH2:42][C:43]1[CH:48]=[CH:47][CH:46]=[CH:45][CH:44]=1)([CH3:29])[CH3:31]. Procedure: The intermediate from Step A (120 mg, 0.33 1 mmol) was treated with 4N HCl as in Example 85, Step A. The residue was reacted with the compound prepared in Example 73, Step B (97 mg, 0.33 mmol), EDC (94.7 mg. 0.496 mmol), HOBT (67 mg, 0.49 mmol) and NMM (0.076 ml, 0.66 mmol) according to the procedure described for Example 1, Step A. The title compound (123 mg, 0.23 mmol) was obtained as a white solid after flash chromatography. Reactants: CC=1N=C(SC1C(=O)[O-])N1C(NC2=C1C=CC=C2)=O (4-methyl-2-(2-oxo-2,3-dihydro-1H-benzo[d]imidazol-1-yl)thiazole-5-carboxylate), FC1=CC=C(CBr)C=C1 (4-fluorobenzyl bromide), C([O-])([O-])=O.[K+].[K+] (potassium carbonate), O1CCCC1 (tetrahydrofuran), FC1=CC=C(CBr)C=C1 (4-fluorobenzyl bromide), FC1=CC=C(CBr)C=C1 (4-fluorobenzyl bromide), C([O-])([O-])=O.[K+].[K+] (potassium carbonate). Run at time 16 hour. The product is FC1=CC=C(CN2C(N(C3=C2C=CC=C3)C=3SC(=C(N3)C)C(=O)OCC)=O)C=C1 (ethyl 2-(3-(4-fluorobenzyl)-2-oxo-2,3-dihydro-1H-benzo[d]imidazol-1-yl)-4-methylthiazole-5-carboxylate). Yield: 59.0%. Reaction SMILES: [CH3:1][C:2]1[N:3]=[C:4]([N:10]2[C:14]3[CH:15]=[CH:16][CH:17]=[CH:18][C:13]=3[NH:12][C:11]2=[O:19])[S:5][C:6]=1[C:7]([O-:9])=[O:8].[F:20][C:21]1[CH:28]=[CH:27][C:24]([CH2:25]Br)=[CH:23][CH:22]=1.C(=O)([O-])[O-].[K+].[K+].O1CC[CH2:37][CH2:36]1>>[F:20][C:21]1[CH:28]=[CH:27][C:24]([CH2:25][N:12]2[C:13]3[CH:18]=[CH:17][CH:16]=[CH:15][C:14]=3[N:10]([C:4]3[S:5][C:6]([C:7]([O:9][CH2:36][CH3:37])=[O:8])=[C:2]([CH3:1])[N:3]=3)[C:11]2=[O:19])=[CH:23][CH:22]=1 |f:2.3.4|. Reported procedure: To a 25-mL round bottom flask was added 4-methyl-2-(2-oxo-2,3-dihydro-1H-benzo[d]imidazol-1-yl)thiazole-5-carboxylate (0.10 g, 0.33 mmol), tetrahydrofuran (95 mL), 4-fluorobenzyl bromide (0.08 g, 0.43 mmol) and potassium carbonate (0.10 g, 0.73 mmol) at ambient temperature. The reaction mixture was stirred at ambient temperature for 16 h and refluxed for 3 h. The second portion of 4-fluorobenzyl bromide (0.08 g, 0.43 mmol) was added and stirred at ambient temperature for 17 h. The third portion ... Reactants: COC(C)(C)C, [H-], [Na+], C1CCOC1, Cc1ccc(S(=O)(=O)Cl)cc1, c1ccc2c(c1)ncc1nc3cc[nH]n3c12. The product is Cc1ccc(S(=O)(=O)n2ccc3nc4cnc5ccccc5c4n32)cc1. RXN SMILES: [CH3:35][O:36][C:37]([CH3:38])([CH3:39])[CH3:40].[H-:18].[Na+:17].[O:30]1[CH2:31][CH2:32][CH2:33][CH2:34]1.[c:19]1([CH3:29])[cH:20][cH:21][c:22]([S:25](=[O:26])(=[O:27])[Cl:28])[cH:23][cH:24]1.[cH:1]1[c:2]2[c:3]3[c:4]([cH:5][n:6][c:7]2[cH:8][cH:9][cH:10]1)[n:11][c:12]1[n:13]3[nH:14][cH:15][cH:16]1>>[cH:1]1[c:2]2[c:3]3[c:4]([cH:5][n:6][c:7]2[cH:8][cH:9][cH:10]1)[n:11][c:12]1[n:13]3[n:14]([S:25]([c:22]2[cH:21][cH:20][c:19]([CH3:29])[cH:24][cH:23]2)(=[O:26])=[O:27])[cH:15][cH:16]1. Reactants: CCN(CC)[Si](C)(C)C, CN1CC[NH+](C)C1Cl, ClC(Cl)Cl, O=S(=O)([O-])C(F)(F)F. Yields the product CCN(CC)C1N(C)CC[NH+]1C, O=S(=O)([O-])C(F)(F)F. RXN SMILES: [CH2:1]([CH3:2])[N:3]([CH2:4][CH3:5])[Si:6]([CH3:7])([CH3:8])[CH3:9].[CH3:18][NH+:19]1[CH:20]([Cl:25])[N:21]([CH3:24])[CH2:22][CH2:23]1.[CH:26]([Cl:27])([Cl:28])[Cl:29].[F:10][C:11]([S:12](=[O:13])(=[O:14])[O-:15])([F:16])[F:17]>>[CH2:1]([CH3:2])[N:3]([CH2:4][CH3:5])[CH:20]1[NH+:19]([CH3:18])[CH2:23][CH2:22][N:21]1[CH3:24].[F:10][C:11]([S:12](=[O:13])(=[O:14])[O-:15])([F:16])[F:17]. Reactants: N1(N=CC=C1)C1=C2C=CC(NC2=CC=N1)=O (5-(1H-pyrazol-1-yl)-1,6-naphthyridin-2(1H)-one), O.Cl.N(N)C1=C2C=CC(NC2=CC=N1)=O (5-hydrazino-1,6-naphthyridin-2(1H)-one monohydrochloride monohydrate), C[O-].[Na+] (sodium methoxide). Solvent: CO (methanol). Reaction conditions: time 20 minute. The product is N(N)C1=C2C=CC(NC2=CC=N1)=O (5-hydrazino-1,6-naphthyridin-2(1H)-one). Reaction SMILES: [N:1]1([C:6]2[N:15]=[CH:14][CH:13]=[C:12]3[C:7]=2[CH:8]=[CH:9][C:10](=[O:16])[NH:11]3)C=CC=[N:2]1.O.Cl.N(C1N=CC=C2C=1C=CC(=O)N2)N.C[O-].[Na+]>CO>[NH:1]([C:6]1[N:15]=[CH:14][CH:13]=[C:12]2[C:7]=1[CH:8]=[CH:9][C:10](=[O:16])[NH:11]2)[NH2:2] |f:1.2.3,4.5|. Procedure: 5-(1H-pyrazol-1-yl)-1,6-naphthyridin-2(1H)-one--To a mixture containing 5-hydrazino-1,6-naphthyridin-2(1H)-one monohydrochloride monohydrate suspended in 100 ml of methanol was added 1.35 g of sodium methoxide and the mixture stirred at room temperature for 20 minutes and then stripped to dryness in vacuo to produce 5-hydrazino-1,6-naphthyridin-2(1H)-one in free base form. To the residue was added 6.15 g of 1,1,3,3-tetramethoxypropane and 25 ml of ethylene glycol; and, the resulting mixture was ... Reactants: C1(CC1)N(CC1=C(C=C(C=C1)C#C)C)CC (cyclopropyl-ethyl-(4-ethynyl-2-methyl-benzyl)-amine), C1(CC1)N(CC1=C(C=C(C=C1)C#C)C)CC (cyclopropyl-ethyl-(4-ethynyl-2-methyl-benzyl)-amine), C(C1=CC=CC=C1)(=O)O.C(C)OC(C1=CC=C(C=C1)I)=O (ethyl-4-iodo-benzoate benzoate), C(C1=CC=CC=C1)(=O)O.C(C)OC(C1=CC=C(C=C1)I)=O (ethyl-4-iodo-benzoate benzoate). The reagents and catalysts are [Cu]I (copper(I)iodide), Cl[Pd]([P](C1=CC=CC=C1)(C2=CC=CC=C2)C3=CC=CC=C3)([P](C4=CC=CC=C4)(C5=CC=CC=C5)C6=CC=CC=C6)Cl (Dichlorobis(triphenylphosphine)-palladium(II)). Solvent: C(C)N(CC)CC (triethylamine). Conditions: time 8 hour. Product: EtOAc-hexanes, C1(CC1)N(CC)CC1=C(C=C(C=C1)C#CC1=CC=C(C(=O)OCC)C=C1)C (Ethyl 4-{4-[(cyclopropyl-ethyl-amino)-methyl]-3-methyl-phenylethynyl}-benzoate). The yield is 3.0%. RXN SMILES: [CH:1]1([N:4]([CH2:15][CH3:16])[CH2:5][C:6]2[CH:11]=[CH:10][C:9]([C:12]#[CH:13])=[CH:8][C:7]=2[CH3:14])[CH2:3][CH2:2]1.C(O)(=O)C1C=CC=CC=1.[CH2:26]([O:28][C:29](=[O:37])[C:30]1[CH:35]=[CH:34][C:33](I)=[CH:32][CH:31]=1)[CH3:27]>C(N(CC)CC)C.[Cu]I.Cl[Pd](Cl)([P](C1C=CC=CC=1)(C1C=CC=CC=1)C1C=CC=CC=1)[P](C1C=CC=CC=1)(C1C=CC=CC=1)C1C=CC=CC=1>[CH:1]1([N:4]([CH2:5][C:6]2[CH:11]=[CH:10][C:9]([C:12]#[C:13][C:33]3[CH:34]=[CH:35][C:30]([C:29]([O:28][CH2:26][CH3:27])=[O:37])=[CH:31][CH:32]=3)=[CH:8][C:7]=2[CH3:14])[CH2:15][CH3:16])[CH2:3][CH2:2]1 |f:1.2,^1:49,68|. Procedure: Using General Procedure F; cyclopropyl-ethyl-(4-ethynyl-2-methyl-benzyl)-amine (Intermediate 161, 190.0 mg, 0.89 mmol) and ethyl-4-iodo benzoate (Reagent A, 245.0 mg, 0.89 mmol) in triethylamine (5 mL) was treated with copper(I)iodide (56.0 mg, 0.30 mmol) and sparged with argon for 15 minutes. Dichlorobis(triphenylphosphine)-palladium(II) (208 mg, 0.30 mmol) was added and the reaction mixture was stirred overnight at room temperature. Column chromatography (3-5% EtOAc-hexanes) afforded the title...